This data is from the Open Reaction Database (ORD), a public repository of structured organic reaction records. The task is: describe an organic reaction: reactants, conditions, products, and yield Starting materials: [Al+3], [H-], [H-], [H-], [H-], [Li+], CCCCCCCCCCCCCC=CCC(O)C(O)C(N)(CO)C(=O)O, C1CCOC1. The product is CCCCCCCCCCCCCC=CCC(O)C(O)C(N)(CO)CO. Reaction SMILES: [Al+3:29].[H-:28].[H-:31].[H-:32].[H-:33].[Li+:30].[NH2:1][C:2]([C:3](=[O:4])[OH:5])([CH2:6][OH:7])[CH:8]([CH:9]([CH2:10][CH:11]=[CH:12][CH2:13][CH2:14][CH2:15][CH2:16][CH2:17][CH2:18][CH2:19][CH2:20][CH2:21][CH2:22][CH2:23][CH2:24][CH3:25])[OH:26])[OH:27].[O:34]1[CH2:35][CH2:36][CH2:37][CH2:38]1>>[NH2:1][C:2]([CH2:3][OH:4])([CH2:6][OH:7])[CH:8]([CH:9]([CH2:10][CH:11]=[CH:12][CH2:13][CH2:14][CH2:15][CH2:16][CH2:17][CH2:18][CH2:19][CH2:20][CH2:21][CH2:22][CH2:23][CH2:24][CH3:25])[OH:26])[OH:27].